Dataset: the Open Reaction Database (ORD), a public repository of structured organic reaction records. Task: describe an organic reaction: reactants, conditions, products, and yield As a reaction SMILES: [Br:20][c:21]1[cH:22][c:23]([NH2:24])[cH:25][cH:26][cH:27]1.[CH2:9]([c:10]1[cH:11][cH:12][cH:13][cH:14][cH:15]1)[NH:16][C:17](=[O:18])[NH2:19].[CH3:28][NH:29][CH2:30][CH2:31][NH:32][CH3:33].[Cu:34][I:35].[K+:6].[K+:7].[K+:8].[O:36]1[CH2:37][CH2:38][O:39][CH2:40][CH2:41]1.[P:1]([O-:2])([O-:3])([O-:4])=[O:5]>>[CH2:9]([c:10]1[cH:11][cH:12][cH:13][cH:14][cH:15]1)[NH:16][C:17](=[O:18])[NH:19][c:21]1[cH:22][c:23]([NH2:24])[cH:25][cH:26][cH:27]1. Reactants: Nc1cccc(Br)c1, NC(=O)NCc1ccccc1, CNCCNC, [Cu]I, [K+], [K+], [K+], C1COCCO1, O=P([O-])([O-])[O-]. The product is Nc1cccc(NC(=O)NCc2ccccc2)c1. Reactants: C(C)NC=1C(=CC2=C(OCO2)C1)C1CC=2C=CC(=CC2CC1)OC(C(C)(C)C)=O (pivalic acid 6-(6-ethylaminobenzo[1,3]dioxol-5-yl)-5,6,7,8-tetrahydronaphthalen-2-yl ester), Cl.N1(CCCCCC1)CCCC1=CC=C(C(=O)O)C=C1 (4-(3-azepan-1-ylpropyl)benzoic acid hydrochloride). Yields the product N1(CCCCCC1)CCCC1=CC=C(CCCNC=2C(=CC3=C(OCO3)C2)C2CC=3C=CC(=CC3CC2)O)C=C1 (6-{6-{[4-(3-Azepan-1-ylpropyl)benzyl]ethylamino}benzo[1,3]dioxol-5-yl}-5,6,7,8-tetrahydronaphthalen-2-ol). The yield is 58.5%. Reaction SMILES: [CH2:1]([NH:3][C:4]1[C:5]([CH:13]2[CH2:22][CH2:21][C:20]3[CH:19]=[C:18]([O:23]C(=O)C(C)(C)C)[CH:17]=[CH:16][C:15]=3[CH2:14]2)=[CH:6][C:7]2[O:11][CH2:10][O:9][C:8]=2[CH:12]=1)[CH3:2].Cl.[N:31]1([CH2:38][CH2:39][CH2:40][C:41]2[CH:49]=[CH:48][C:44]([C:45](O)=O)=[CH:43][CH:42]=2)[CH2:37][CH2:36][CH2:35][CH2:34][CH2:33][CH2:32]1>>[N:31]1([CH2:38][CH2:39][CH2:40][C:41]2[CH:49]=[CH:48][C:44]([CH2:45][CH2:2][CH2:1][NH:3][C:4]3[C:5]([CH:13]4[CH2:22][CH2:21][C:20]5[CH:19]=[C:18]([OH:23])[CH:17]=[CH:16][C:15]=5[CH2:14]4)=[CH:6][C:7]4[O:11][CH2:10][O:9][C:8]=4[CH:12]=3)=[CH:43][CH:42]=2)[CH2:37][CH2:36][CH2:35][CH2:34][CH2:33][CH2:32]1 |f:1.2|. Reported procedure: Synthesized from pivalic acid 6-(6-ethylaminobenzo[1,3]dioxol-5-yl)-5,6,7,8-tetrahydronaphthalen-2-yl ester (40 mg) and 4-(3-azepan-1-ylpropyl)benzoic acid hydrochloride (80 mg) according to an analogous synthetic method to Example 337 described below, the title compound (32 mg) was obtained. Starting materials: CC(CC1=CC=C(C=C1)C=1N=C(SC1)C)(C)NC(C(F)(F)F)=O (N-{1,1-dimethyl-2-[4-(2-methyl-thiazol-4-yl)-phenyl]-ethyl}-2,2,2-trifluoroacetamide), [OH-].[Na+] (sodium hydroxide). The solvent is CO.O1CCCC1 (methanol tetrahydrofuran). Conditions: time 8 hour. Yields the product CC(CC1=CC=C(C=C1)C=1N=C(SC1)C)(C)N (1,1-Dimethyl-2-[4-(2-methyl-thiazol-4-yl)-phenyl]-ethylamine). Isolated yield 93.0%. RXN SMILES: [CH3:1][C:2]([NH:17]C(=O)C(F)(F)F)([CH3:16])[CH2:3][C:4]1[CH:9]=[CH:8][C:7]([C:10]2[N:11]=[C:12]([CH3:15])[S:13][CH:14]=2)=[CH:6][CH:5]=1.[OH-].[Na+]>CO.O1CCCC1>[CH3:16][C:2]([NH2:17])([CH3:1])[CH2:3][C:4]1[CH:9]=[CH:8][C:7]([C:10]2[N:11]=[C:12]([CH3:15])[S:13][CH:14]=2)=[CH:6][CH:5]=1 |f:1.2,3.4|. Procedure: In a round-bottomed flask, N-{1,1-dimethyl-2-[4-(2-methyl-thiazol-4-yl)-phenyl]-ethyl}-2,2,2-trifluoroacetamide (˜362 mg, 1.06 mmol) was suspended in 7.5 ml of 2:1 (v:v) methanol/tetrahydrofuran, and 5M sodium hydroxide (3.2 ml, 15 equiv.) was added dropwise. The solution turned from colorless to golden brown, and was then allowed to stir at room temperature overnight. The reaction mixture was then concentrated in vacuo to remove volatiles, and the residue was partitioned between ethyl acetate a... Starting materials: C(C)(=O)OCC1=C(C(=CC=C1)C1CCCCC1)Cl (2-chloro-3-cyclohexylbenzyl acetate), [OH-].[K+] (potassium hydroxide). Solvent: C(C)O (ethanol). Reaction conditions: time 6 hour. The product is ClC1=C(CO)C=CC=C1C1CCCCC1 (2-chloro-3-cyclohexylbenzyl alcohol). The yield is 78.2%. RXN SMILES: C([O:4][CH2:5][C:6]1[CH:11]=[CH:10][CH:9]=[C:8]([CH:12]2[CH2:17][CH2:16][CH2:15][CH2:14][CH2:13]2)[C:7]=1[Cl:18])(=O)C.[OH-].[K+]>C(O)C>[Cl:18][C:7]1[C:8]([CH:12]2[CH2:13][CH2:14][CH2:15][CH2:16][CH2:17]2)=[CH:9][CH:10]=[CH:11][C:6]=1[CH2:5][OH:4] |f:1.2|. Procedure: 26.4 g (99 millimoles) of 2-chloro-3-cyclohexylbenzyl acetate are added dropwise to a mixture of 150 ml of ethanol and 8.4 g (150 millimoles) of potassium hydroxide. After 6 hours at 50° C., the mixture is evaporated down under reduced pressure, water is added to the residue and the mixture is extracted with dichloromethane. After the organic phase has been worked up by a conventional method, it is subjected to fractional distillation under reduced pressure. 17.4 g (78%) of 2-chloro-3-cyclohexyl... Starting materials: Br, COC(C)n1cnc(CN2CCc3c(c4cccc(F)c4n3C)C2=O)c1C, COCn1cnc(C)c1CN1CCc2c(c3cccc(F)c3n2C)C1=O, [Na+], [OH-]. Product: Cc1[nH]cnc1CN1CCc2c(c3cccc(F)c3n2C)C1=O. RXN SMILES: [BrH:56].[F:1][c:2]1[cH:3][cH:4][cH:5][c:6]2[c:7]3[c:8]([n:9]([CH3:11])[c:10]12)[CH2:12][CH2:13][N:14]([CH2:17][c:18]1[n:19][cH:20][n:21]([CH:24]([O:25][CH3:26])[CH3:27])[c:22]1[CH3:23])[C:15]3=[O:16].[F:28][c:29]1[c:30]2[n:31]([CH3:32])[c:33]3[c:49]([c:50]2[cH:51][cH:52][cH:53]1)[C:47](=[O:48])[N:36]([CH2:37][c:38]1[n:39]([CH2:40][O:41][CH3:42])[cH:43][n:44][c:45]1[CH3:46])[CH2:35][CH2:34]3.[Na+:55].[OH-:54]>>[F:1][c:2]1[cH:3][cH:4][cH:5][c:6]2[c:7]3[c:8]([n:9]([CH3:11])[c:10]12)[CH2:12][CH2:13][N:14]([CH2:17][c:18]1[n:19][cH:20][nH:21][c:22]1[CH3:23])[C:15]3=[O:16]. The reactants are CC(C)(C)OC(=O)c1ccc(CCc2ccccc2)cc1NCc1ccccc1, O=C(O)C(F)(F)F. The product is O=C(O)c1ccc(CCc2ccccc2)cc1NCc1ccccc1. Reaction SMILES: [CH2:8]([c:9]1[cH:10][cH:11][cH:12][cH:13][cH:14]1)[NH:15][c:16]1[c:17]([C:18](=[O:19])[O:20][C:21]([CH3:22])([CH3:23])[CH3:24])[cH:25][cH:26][c:27]([CH2:29][CH2:30][c:31]2[cH:32][cH:33][cH:34][cH:35][cH:36]2)[cH:28]1.[OH:1][C:2]([C:3]([F:4])([F:5])[F:6])=[O:7]>>[CH2:8]([c:9]1[cH:10][cH:11][cH:12][cH:13][cH:14]1)[NH:15][c:16]1[c:17]([C:18](=[O:19])[OH:20])[cH:25][cH:26][c:27]([CH2:29][CH2:30][c:31]2[cH:32][cH:33][cH:34][cH:35][cH:36]2)[cH:28]1.